From a dataset of the Open Reaction Database (ORD), a public repository of structured organic reaction records. describe an organic reaction: reactants, conditions, products, and yield Starting materials: ClC1=NC(=C(C2=C1C(N(C2)CC2=C(C=C(C=C2)OC)OC)=O)F)N[C@@H]2[C@@H](CCCC2)NC(OC(C)(C)C)=O (cis-tert-butyl 2-(4-chloro-2-(2,4-dimethoxybenzyl)-7-fluoro-3-oxo-2,3-dihydro-1H-pyrrolo[3,4-c]pyridin-6-ylamino)cyclohexylcarbamate), CN1N=CC(=C1)B1OC(C(O1)(C)C)(C)C (1-methyl-4-(4,4,5,5-tetramethyl-1,3,2-dioxaborolan-2-yl)-1H-pyrazole). The reagents and catalysts are Cl[Pd]([P](C1=CC=CC=C1)(C2=CC=CC=C2)C3=CC=CC=C3)([P](C4=CC=CC=C4)(C5=CC=CC=C5)C6=CC=CC=C6)Cl (bis(triphenylphosphine)palladium chloride). Solvent: O1CCOCC1 (dioxane), C(=O)([O-])[O-].[Na+].[Na+] (Na2CO3). The product is COC1=C(CN2C(C=3C(=NC(=C(C3C2)F)N[C@@H]2[C@@H](CCCC2)NC(OC(C)(C)C)=O)C=2C=NN(C2)C)=O)C=CC(=C1)OC (cis-tert-Butyl 2-(2-(2,4-dimethoxybenzyl)-7-fluoro-4-(1-methyl-1H-pyrazol-4-yl)-3-oxo-2,3-dihydro-1H-pyrrolo[3,4-c]pyridin-6-ylamino)cyclohexylcarbamate). Yield: 74.2%. Reaction SMILES: Cl[C:2]1[C:7]2[C:8](=[O:22])[N:9]([CH2:11][C:12]3[CH:17]=[CH:16][C:15]([O:18][CH3:19])=[CH:14][C:13]=3[O:20][CH3:21])[CH2:10][C:6]=2[C:5]([F:23])=[C:4]([NH:24][C@H:25]2[CH2:30][CH2:29][CH2:28][CH2:27][C@H:26]2[NH:31][C:32](=[O:38])[O:33][C:34]([CH3:37])([CH3:36])[CH3:35])[N:3]=1.[CH3:39][N:40]1[CH:44]=[C:43](B2OC(C)(C)C(C)(C)O2)[CH:42]=[N:41]1>O1CCOCC1.C([O-])([O-])=O.[Na+].[Na+].Cl[Pd](Cl)([P](C1C=CC=CC=1)(C1C=CC=CC=1)C1C=CC=CC=1)[P](C1C=CC=CC=1)(C1C=CC=CC=1)C1C=CC=CC=1>[CH3:21][O:20][C:13]1[CH:14]=[C:15]([O:18][CH3:19])[CH:16]=[CH:17][C:12]=1[CH2:11][N:9]1[CH2:10][C:6]2[C:5]([F:23])=[C:4]([NH:24][C@H:25]3[CH2:30][CH2:29][CH2:28][CH2:27][C@H:26]3[NH:31][C:32](=[O:38])[O:33][C:34]([CH3:37])([CH3:36])[CH3:35])[N:3]=[C:2]([C:43]3[CH:42]=[N:41][N:40]([CH3:39])[CH:44]=3)[C:7]=2[C:8]1=[O:22] |f:3.4.5,^1:68,87|. Procedure: A solution of cis-tert-butyl 2-(4-chloro-2-(2,4-dimethoxybenzyl)-7-fluoro-3-oxo-2,3-dihydro-1H-pyrrolo[3,4-c]pyridin-6-ylamino)cyclohexylcarbamate (135.8 mg, 0.247 mmol), 1-methyl-4-(4,4,5,5-tetramethyl-1,3,2-dioxaborolan-2-yl)-1H-pyrazole (154 mg, 0.742 mmol) and bis(triphenylphosphine)palladium chloride (174 mg, 0.247 mmol) in dioxane (2 mL) and saturated aq Na2CO3 (2 mL) was heated at 120° C. for 30 min. After filtering out the solids, the solvent was removed and the residue was dissolved in ... Reported procedure: 2,5-Dimethyl-4-[4-(trifluoromethyl)benzyl]thiophene-3-carboxylic acid from Example 11, Step 4 (275 mg, 0.87 mmol) was reacted with 1-[4-(methoxycarbonyl)phenyl]cyclopropanaminium chloride from Example 16, Step 2 (167 mg, 0.86 mmol) under conditions similar to Example 11, Step 5. The crude product was purified by Combi Flash chromatography system (2-5% EtOAc/CHCl3 in 20 min.) to afford the desired product as a white solid. The reactants are CC=1SC(=C(C1C(=O)O)CC1=CC=C(C=C1)C(F)(F)F)C (2,5-dimethyl-4-[4-(trifluoromethyl)benzyl]thiophene-3-carboxylic acid), [Cl-].COC(=O)C1=CC=C(C=C1)C1(CC1)[NH3+] (1-[4-(methoxycarbonyl)phenyl]cyclopropanaminium chloride). Product: CC=1SC(=C(C1C(=O)NC1(CC1)C1=CC=C(C(=O)OC)C=C1)CC1=CC=C(C=C1)C(F)(F)F)C (methyl 4-{1-[({2,5-dimethyl-4-[4-(trifluoromethyl)benzyl]-3-thienyl}carbonyl)amino]cyclopropyl}benzoate). Reaction SMILES: [CH3:1][C:2]1[S:3][C:4]([CH3:21])=[C:5]([CH2:10][C:11]2[CH:16]=[CH:15][C:14]([C:17]([F:20])([F:19])[F:18])=[CH:13][CH:12]=2)[C:6]=1[C:7](O)=[O:8].[Cl-].[CH3:23][O:24][C:25]([C:27]1[CH:32]=[CH:31][C:30]([C:33]2([NH3+:36])[CH2:35][CH2:34]2)=[CH:29][CH:28]=1)=[O:26]>>[CH3:1][C:2]1[S:3][C:4]([CH3:21])=[C:5]([CH2:10][C:11]2[CH:12]=[CH:13][C:14]([C:17]([F:20])([F:18])[F:19])=[CH:15][CH:16]=2)[C:6]=1[C:7]([NH:36][C:33]1([C:30]2[CH:31]=[CH:32][C:27]([C:25]([O:24][CH3:23])=[O:26])=[CH:28][CH:29]=2)[CH2:35][CH2:34]1)=[O:8] |f:1.2|.